The task is: describe an organic reaction: reactants, conditions, products, and yield. This data is from the Open Reaction Database (ORD), a public repository of structured organic reaction records. As a reaction SMILES: C([NH:4][C:5]1[C:14]2[C:9](=[CH:10][CH:11]=[C:12](Cl)[CH:13]=2)[N:8]=[C:7]([NH:16][CH2:17][C:18]2[O:19][C:20]([CH3:23])=[CH:21][CH:22]=2)[CH:6]=1)C=C.[N:24]1[CH:29]=[CH:28][CH:27]=[C:26]([CH2:30][NH2:31])[CH:25]=1>>[CH3:23][C:20]1[O:19][C:18]([CH2:17][NH:16][C:7]2[CH:6]=[C:5]([NH2:4])[C:14]3[C:9](=[CH:10][CH:11]=[C:12]([NH:31][CH2:30][C:26]4[CH:25]=[N:24][CH:29]=[CH:28][CH:27]=4)[CH:13]=3)[N:8]=2)=[CH:22][CH:21]=1. The product is CC1=CC=C(O1)CNC1=NC2=CC=C(C=C2C(=C1)N)NCC=1C=NC=CC1 (N2-(5-Methyl-furan-2-ylmethyl)-N6-pyridin-3-ylmethyl-quinoline-2,4,6-triamine). Reported procedure: The title compound, MS: m/e=360.2 (M+H+), was prepared in accordance with the general method of example 44 from N4-allyl-6-chloro-N2-(5-methyl-furan-2-ylmethyl)-quinoline-2,4-diamine and 3-picolylamine. The reactants are C(C=C)NC1=CC(=NC2=CC=C(C=C12)Cl)NCC=1OC(=CC1)C (N4-allyl-6-chloro-N2-(5-methyl-furan-2-ylmethyl)-quinoline-2,4-diamine), N1=CC(=CC=C1)CN (3-picolylamine). The reactants are BrBr (Bromine), ClC1=CC=C(C=C1)C1(CCC1)C(CCC1=CC=CC=C1)=O (1-[1-(4-chlorophenyl)cyclobutyl]-3-phenylpropan-1-one), BrBr (bromine). Solvent: CCOCC (ether). Conditions: time 1 hour. Yields the product BrC(C(=O)C1(CCC1)C1=CC=C(C=C1)Cl)CC1=CC=CC=C1 (2-bromo-1-[1-(4-chlorophenyl)cyclobutyl]-3-phenylpropan-1-one). Reaction SMILES: [Br:1]Br.[Cl:3][C:4]1[CH:9]=[CH:8][C:7]([C:10]2([C:14](=[O:23])[CH2:15][CH2:16][C:17]3[CH:22]=[CH:21][CH:20]=[CH:19][CH:18]=3)[CH2:13][CH2:12][CH2:11]2)=[CH:6][CH:5]=1>CCOCC>[Br:1][CH:15]([CH2:16][C:17]1[CH:18]=[CH:19][CH:20]=[CH:21][CH:22]=1)[C:14]([C:10]1([C:7]2[CH:6]=[CH:5][C:4]([Cl:3])=[CH:9][CH:8]=2)[CH2:13][CH2:12][CH2:11]1)=[O:23]. Reported procedure: Bromine (0.52 ml) was added dropwise over 20 minutes at ambient temperature to a stirred solution of 1-[1-(4-chlorophenyl)cyclobutyl]-3-phenylpropan-1-one (3 g) in ether (50 ml). After the addition was complete and the bromine colour had dissipated, the mixture was stirred at ambient temperature for a further 1 hour then it was washed with water (30 ml), saturated aqueous sodium hydrogen carbonate solution (2×30 ml) and water (30 ml), dried (MgSO4), and the solvent removed in vacuo to give 2-bro... The reactants are ClC1=CC=CC2=C1C(N1[C@H](C=3N2C=NC3C(=O)N3C=NC=C3)CCC1)=O (1-[[(S)-8-chloro-11,12,13,13a-tetrahydro-9-oxo-9H-imidazo[1,5-a]pyrrolo[2,1-c][1,4]benzodiazepin-1-yl]carbonyl]imidazole), C([O-])([O-])=O.[K+].[K+] (potassium carbonate), ClC1=CC=C(C=C1)O (4-chlorophenol), CN(C=O)C (dimethylformamide). Run in O (water). Reaction conditions: time 21 hour. The product is ClC1=CC=CC2=C1C(N1[C@H](C=3N2C=NC3C(=O)OC3=CC=C(C=C3)Cl)CCC1)=O (p-chlorophenyl (S)-8-chloro-11,12,13,13a-tetrahydro-9-oxo-9H-imidazo[1,5-a]pyrrolo[2,1-c][1,4]benzodiazepine-1-carboxylate). RXN SMILES: [Cl:1][C:2]1[C:7]2[C:8](=[O:26])[N:9]3[CH2:25][CH2:24][CH2:23][C@H:10]3[C:11]3[N:12]([CH:13]=[N:14][C:15]=3[C:16](N3C=CN=C3)=[O:17])[C:6]=2[CH:5]=[CH:4][CH:3]=1.C(=O)([O-])[O-].[K+].[K+].[Cl:33][C:34]1[CH:39]=[CH:38][C:37]([OH:40])=[CH:36][CH:35]=1.CN(C)C=O>O>[Cl:1][C:2]1[C:7]2[C:8](=[O:26])[N:9]3[CH2:25][CH2:24][CH2:23][C@H:10]3[C:11]3[N:12]([CH:13]=[N:14][C:15]=3[C:16]([O:40][C:37]3[CH:38]=[CH:39][C:34]([Cl:33])=[CH:35][CH:36]=3)=[O:17])[C:6]=2[CH:5]=[CH:4][CH:3]=1 |f:1.2.3|. Reported procedure: A mixture of 3.0 g (8.2 mmol) of 1-[[(S)-8-chloro-11,12,13,13a-tetrahydro-9-oxo-9H-imidazo[1,5-a]pyrrolo[2,1-c][1,4]benzodiazepin-1-yl]carbonyl]imidazole, 1.59 g (11.5 mmol) of powdered potassium carbonate, 1.48 g (11.5 mmol) of 4-chlorophenol and 20 ml of dry dimethylformamide. is stirred at room temperature for 21 hours, then poured into 60 ml of water and extracted four times with methylene chloride. The organic extracts are washed twice with saturated sodium chloride solution, dried over mag... Reactants: COC=1C=C2C=C(C(=C(C2=CC1OC)C1=CC(=NC=C1)C1C(CCCC1=O)=O)COC(C)=O)COC(C)=O (6,7-dimethoxy-1-[2-(1,3-dioxocyclohexan-2-yl)pyridine-4-yl]-2,3-bis(acetoxymethyl)naphthalene), C[O-].[Na+] (sodium methoxide), Cl (hydrochloric acid). Solvent: CO (methanol). Run at time 30 minute. Yields the product COC=1C=C2C=C(C(=C(C2=CC1OC)C1=CC(=NC=C1)C1C(CCCC1=O)=O)CO)CO (6,7-dimethoxy-1-[2-(1,3-dioxocyclohexan-2-yl)pyridin-4-yl]-2,3-bis(hydroxymethyl)naphthalene). Yield: 86.8%. Reaction SMILES: [CH3:1][O:2][C:3]1[CH:4]=[C:5]2[C:10](=[CH:11][C:12]=1[O:13][CH3:14])[C:9]([C:15]1[CH:20]=[CH:19][N:18]=[C:17]([CH:21]3[C:26](=[O:27])[CH2:25][CH2:24][CH2:23][C:22]3=[O:28])[CH:16]=1)=[C:8]([CH2:29][O:30]C(=O)C)[C:7]([CH2:34][O:35]C(=O)C)=[CH:6]2.C[O-].[Na+].Cl>CO>[CH3:1][O:2][C:3]1[CH:4]=[C:5]2[C:10](=[CH:11][C:12]=1[O:13][CH3:14])[C:9]([C:15]1[CH:20]=[CH:19][N:18]=[C:17]([CH:21]3[C:22](=[O:28])[CH2:23][CH2:24][CH2:25][C:26]3=[O:27])[CH:16]=1)=[C:8]([CH2:29][OH:30])[C:7]([CH2:34][OH:35])=[CH:6]2 |f:1.2|. Procedure details: The compound obtained in Example 18 (440 mg) is suspended in methanol (3 ml), and thereto is added sodium methoxide (28% methanol solution, 0.495 ml) under ice-cooling. The mixture is stirred at room temperature for 30 minutes, during which the mixture is dissolved into a solution but then the crystals precipitate. The reaction solution is cooled with ice, and the pH value thereof is adjusted to pH 4 with a 1M hydrochloric acid. The precipitated crystals are collected by filtration, and washed w... Reactants: CCOC(C)=O, CCOc1cccc(C(C)C)c1, CC(=O)[O-], CCCCCC, [Na+], CN(C)C=O, O=P(Cl)(Cl)Cl. The product is CCOc1ccc(C=O)c(C(C)C)c1. RXN SMILES: [C:34]([O:35][CH2:36][CH3:37])(=[O:38])[CH3:39].[CH2:1]([CH3:2])[O:3][c:4]1[cH:5][c:6]([CH:10]([CH3:11])[CH3:12])[cH:7][cH:8][cH:9]1.[CH3:24][C:25](=[O:26])[O-:27].[CH3:28][CH2:29][CH2:30][CH2:31][CH2:32][CH3:33].[Na+:23].[O:18]=[CH:19][N:20]([CH3:21])[CH3:22].[P:13]([Cl:14])([Cl:15])([Cl:16])=[O:17]>>[CH2:1]([CH3:2])[O:3][c:4]1[cH:5][c:6]([CH:10]([CH3:11])[CH3:12])[c:7]([CH:19]=[O:18])[cH:8][cH:9]1. Starting materials: [H-].[Na+] (Sodium hydride), ClC1=CC(=C(C=C1)CCC(=O)O)S (4-chloro-2-mercapto-benzenepropanoic acid), FC1=C(C=C(C=C1)S(=O)(=O)C)C(F)(F)F (1-fluoro-4-(methylsulfonyl)-2-(trifluoromethyl)-benzene). The solvent is CN(C)C=O (DMF). Reaction conditions: time 1 hour. Yields the product ClC1=CC(=C(C=C1)CCC(=O)O)SC1=C(C=C(C=C1)S(=O)(=O)C)C(F)(F)F (4-chloro-2-[[4-(methylsulfonyl)-2-(trifluoromethyl)phenyl]thio]-benzenepropanoic acid). As a reaction SMILES: [H-].[Na+].[Cl:3][C:4]1[CH:9]=[CH:8][C:7]([CH2:10][CH2:11][C:12]([OH:14])=[O:13])=[C:6]([SH:15])[CH:5]=1.F[C:17]1[CH:22]=[CH:21][C:20]([S:23]([CH3:26])(=[O:25])=[O:24])=[CH:19][C:18]=1[C:27]([F:30])([F:29])[F:28]>CN(C=O)C>[Cl:3][C:4]1[CH:9]=[CH:8][C:7]([CH2:10][CH2:11][C:12]([OH:14])=[O:13])=[C:6]([S:15][C:17]2[CH:22]=[CH:21][C:20]([S:23]([CH3:26])(=[O:24])=[O:25])=[CH:19][C:18]=2[C:27]([F:28])([F:30])[F:29])[CH:5]=1 |f:0.1|. Reported procedure: Sodium hydride (60% wt. disp. oil, 0.063 g) was added to a solution of the product from step (iii) (0.180 g) in dry DMF (10 ml) and stirred at RT for 1 h before adding the product from example 44 step (i) (0.188 g). The mixture was heated at 80° C. for 1 h, then partitioned between 2M hydrochloric acid/ethyl acetate. The organics were dried, concentrated under reduced pressure to give an oil. The residue was purified by reverse phase HPLC. Starting materials: CI, [Cl-], [H-], [NH4+], [Na+], C1CCOC1, CC1(C)C(=O)NC1c1ccccc1. Product: CN1C(=O)C(C)(C)C1c1ccccc1. RXN SMILES: [CH3:16][I:17].[Cl-:18].[H-:1].[NH4+:19].[Na+:2].[O:20]1[CH2:21][CH2:22][CH2:23][CH2:24]1.[c:3]1([CH:9]2[C:10]([CH3:14])([CH3:15])[C:11](=[O:13])[NH:12]2)[cH:4][cH:5][cH:6][cH:7][cH:8]1>>[c:3]1([CH:9]2[C:10]([CH3:14])([CH3:15])[C:11](=[O:13])[N:12]2[CH3:16])[cH:4][cH:5][cH:6][cH:7][cH:8]1. Starting materials: CCOC(=O)c1nn(-c2ccc(OC)cc2)c2c1CCN(c1ccc(I)cc1)C2=O, N, O, OCCO. Yields the product COc1ccc(-n2nc(C(N)=O)c3c2C(=O)N(c2ccc(I)cc2)CC3)cc1. RXN SMILES: [I:1][c:2]1[cH:3][cH:4][c:5]([N:8]2[C:9](=[O:30])[c:10]3[c:11]([c:14]([C:25]([O:27][CH2:26][CH3:28])=[O:29])[n:15][n:16]3-[c:17]3[cH:18][cH:19][c:20]([O:23][CH3:24])[cH:21][cH:22]3)[CH2:12][CH2:13]2)[cH:6][cH:7]1.[NH3:32].[OH2:31].[OH:33][CH2:34][CH2:35][OH:36]>>[I:1][c:2]1[cH:3][cH:4][c:5]([N:8]2[C:9](=[O:30])[c:10]3[c:11]([c:14]([C:25](=[O:27])[NH2:32])[n:15][n:16]3-[c:17]3[cH:18][cH:19][c:20]([O:23][CH3:24])[cH:21][cH:22]3)[CH2:12][CH2:13]2)[cH:6][cH:7]1. The reactants are [Br-], [Li]CCCC, O=C1CCC2(CC1)OCCO2, FC1(F)Oc2c(C[P+](c3ccccc3)(c3ccccc3)c3ccccc3)cccc2C1(F)F, C1CCOC1. Yields the product FC1(F)Oc2c(C=C3CCC4(CC3)OCCO4)cccc2C1(F)F. As a reaction SMILES: [Br-:1].[CH2:35]([Li:36])[CH2:37][CH2:38][CH3:39].[CH2:40]1[CH2:41][O:42][C:43]2([CH2:44][CH2:45][C:46](=[O:49])[CH2:47][CH2:48]2)[O:50]1.[F:2][C:3]1([F:34])[O:4][c:5]2[c:6]([cH:10][cH:11][cH:12][c:13]2[CH2:14][P+:15]([c:16]2[cH:17][cH:18][cH:19][cH:20][cH:21]2)([c:22]2[cH:23][cH:24][cH:25][cH:26][cH:27]2)[c:28]2[cH:29][cH:30][cH:31][cH:32][cH:33]2)[C:7]1([F:8])[F:9].[O:51]1[CH2:52][CH2:53][CH2:54][CH2:55]1>>[F:2][C:3]1([F:34])[O:4][c:5]2[c:6]([cH:10][cH:11][cH:12][c:13]2[CH:14]=[C:46]2[CH2:45][CH2:44][C:43]3([O:42][CH2:41][CH2:40][O:50]3)[CH2:48][CH2:47]2)[C:7]1([F:8])[F:9].